Dataset: the Open Reaction Database (ORD), a public repository of structured organic reaction records. Task: describe an organic reaction: reactants, conditions, products, and yield Starting materials: C1CCOC1, CI, CC(C)[N-]C(C)C, [Li+], NCCC(O)CN, O=S(=O)(O)O, CC1CC(Cc2ccc(-c3ccccc3)cc2)N(C(=O)C(C)(C)C)C1=O. Product: CC(C)(C)C(=O)N1C(=O)C(C)(C)CC1Cc1ccc(-c2ccccc2)cc1. RXN SMILES: [CH2:49]1[O:50][CH2:51][CH2:52][CH2:53]1.[CH3:35][I:36].[CH:27]([N-:28][CH:29]([CH3:30])[CH3:31])([CH3:32])[CH3:33].[Li+:34].[NH2:37][CH2:38][CH2:39][CH:40]([CH2:41][NH2:42])[OH:43].[S:44](=[O:45])(=[O:46])([OH:47])[OH:48].[c:1]1(-[c:21]2[cH:22][cH:23][cH:24][cH:25][cH:26]2)[cH:2][cH:3][c:4]([CH2:7][CH:8]2[CH2:9][CH:10]([CH3:20])[C:11](=[O:19])[N:12]2[C:13]([C:14]([CH3:15])([CH3:16])[CH3:17])=[O:18])[cH:5][cH:6]1>>[c:1]1(-[c:21]2[cH:22][cH:23][cH:24][cH:25][cH:26]2)[cH:2][cH:3][c:4]([CH2:7][CH:8]2[CH2:9][C:10]([CH3:20])([CH3:27])[C:11](=[O:19])[N:12]2[C:13]([C:14]([CH3:15])([CH3:16])[CH3:17])=[O:18])[cH:5][cH:6]1. Starting materials: [BH4-], C1CCOC1, CO, [Ce+3], [Cl-], [Cl-], [Cl-], [Cl-], COC(=O)c1cc(-c2ccc(F)c(C)c2)nn(CCc2ccccc2Cl)c1=O, [NH4+], [Na+], O, O, O, O, O, O. Product: Cc1cc(-c2cc(CO)c(=O)n(CCc3ccccc3Cl)n2)ccc1F. Reaction SMILES: [BH4-:39].[CH2:43]1[O:44][CH2:45][CH2:46][CH2:47]1.[CH3:48][OH:49].[Ce+3:36].[Cl-:35].[Cl-:37].[Cl-:38].[Cl-:41].[Cl:1][c:2]1[c:3]([CH2:8][CH2:9][n:10]2[n:11][c:12](-[c:21]3[cH:22][c:23]([CH3:28])[c:24]([F:27])[cH:25][cH:26]3)[cH:13][c:14]([C:17](=[O:18])[O:19][CH3:20])[c:15]2=[O:16])[cH:4][cH:5][cH:6][cH:7]1.[NH4+:42].[Na+:40].[OH2:29].[OH2:30].[OH2:31].[OH2:32].[OH2:33].[OH2:34]>>[Cl:1][c:2]1[c:3]([CH2:8][CH2:9][n:10]2[n:11][c:12](-[c:21]3[cH:22][c:23]([CH3:28])[c:24]([F:27])[cH:25][cH:26]3)[cH:13][c:14]([CH2:17][OH:18])[c:15]2=[O:16])[cH:4][cH:5][cH:6][cH:7]1. The reactants are O.NN (Hydrazine hydrate), C(C1=CC=CC=C1)OC1=C(C(=C(C(=O)N2C(CCC2)CO)C=C1OC)[N+](=O)[O-])OC (N-(4-Benzyloxy-3,5-dimethoxy-2-nitrobenzoyl)pyrrolidine-2-methanol), [H][H] (hydrogen). Reagents/catalysts: [Ni] (Raney nickel). Solvent: CO (methanol). Conditions: time 2 hour. Product: NC1=C(C(=O)N2C(CCC2)CO)C=C(C(=C1OC)OCC1=CC=CC=C1)OC (N-(2-Amino-4-Benzyloxy-3,5-dimethoxybenzoyl)pyrrolidine-2-methanol). The yield is 71.5%. RXN SMILES: O.NN.[CH2:4]([O:11][C:12]1[C:26]([O:27][CH3:28])=[CH:25][C:15]([C:16]([N:18]2[CH2:22][CH2:21][CH2:20][CH:19]2[CH2:23][OH:24])=[O:17])=[C:14]([N+:29]([O-])=O)[C:13]=1[O:32][CH3:33])[C:5]1[CH:10]=[CH:9][CH:8]=[CH:7][CH:6]=1.[H][H]>CO.[Ni]>[NH2:29][C:14]1[C:13]([O:32][CH3:33])=[C:12]([O:11][CH2:4][C:5]2[CH:6]=[CH:7][CH:8]=[CH:9][CH:10]=2)[C:26]([O:27][CH3:28])=[CH:25][C:15]=1[C:16]([N:18]1[CH2:22][CH2:21][CH2:20][CH:19]1[CH2:23][OH:24])=[O:17] |f:0.1|. Procedure details: Hydrazine hydrate (2.31 g, 72.2 mmol) was added dropwise to a solution of 125 (6.01 g, 14.4 mmol) in methanol (60 mL) gently refluxing over Raney nickel (1.1 g, slurry). The resulting vigorous evolution of hydrogen gas subsided after approximately 10 minutes and the reaction was deemed to be complete by TLC after 2 h. The reaction mixture was filtered through celite and the solvent evaporated. Distilled water (100 mL) was added to the residue, and the aqueous mixture was extracted with EtOAc (3×... Starting materials: ClC1=NC=CC(=C1)I (2-Chloro-4-iodopyridine), ClC1=C(C=C(C=C1)OC)C(C=O)C (2-(2-chloro-5-methoxy-phenyl)-propionaldehyde), O (water), C(C)(C)[Mg]Cl.[Cl-].[Li+] (isopropylmagnesiumchloride lithium chloride). The solvent is C1CCOC1 (THF), C1CCOC1 (THF). Conditions: time 1.5 hour. Product: ClC1=C(C=C(C=C1)OC)C(C(O)C1=CC(=NC=C1)Cl)C (2-(2-Chloro-5-methoxy-phenyl)-1-(2-chloro-pyridin-4-yl)-propan-1-ol). Reaction SMILES: [Cl:1][C:2]1[CH:7]=[C:6](I)[CH:5]=[CH:4][N:3]=1.C([Mg]Cl)(C)C.[Cl-].[Li+].[Cl:16][C:17]1[CH:22]=[CH:21][C:20]([O:23][CH3:24])=[CH:19][C:18]=1[CH:25]([CH3:28])[CH:26]=[O:27].O>C1COCC1>[Cl:16][C:17]1[CH:22]=[CH:21][C:20]([O:23][CH3:24])=[CH:19][C:18]=1[CH:25]([CH3:28])[CH:26]([C:6]1[CH:5]=[CH:4][N:3]=[C:2]([Cl:1])[CH:7]=1)[OH:27] |f:1.2.3|. Procedure details: 2-Chloro-4-iodopyridine (1.03 g, CAS Reg. No. 153034-86-7) was dissolved in THF (50 mL) and a solution of isopropylmagnesiumchloride-lithium chloride complex (14% in THF, 3.13 mL) was added at RT over 3 minutes. The mixture was cooled in an ice bath and 2-(2-chloro-5-methoxy-phenyl)-propionaldehyde (710 mg) dissolved in THF (20 mL) was added drop wise over a period of 10 minutes. Stirring was continued for 1.5 hours. The reaction mixture was poured into water, extracted with ethyl acetate and th... As a reaction SMILES: Br[CH2:2][CH2:3][CH3:4].[CH3:5][C:6]([CH:8]1[CH2:13][C:12]([CH3:15])([CH3:14])[CH2:11][CH2:10][CH2:9]1)=[O:7]>>[CH3:14][C:12]1([CH3:15])[CH2:11][CH2:10][CH2:9][CH:8]([C:6]([OH:7])([CH2:2][CH2:3][CH3:4])[CH3:5])[CH2:13]1. Reactants: BrCCC (1-bromopropane), CC(=O)C1CCCC(C1)(C)C (herbac). The product is CC1(CC(CCC1)C(C)(CCC)O)C (2-(3,3-dimethylcyclohexyl)pentan-2-ol). Procedure details: The protocol of example 1 is carried out again with 1-bromopropane replacing bromoethane and herbac replacing dehydroherbac. Reactants: N1=CC=C(C=C1)COC1=CC=C2CCCC(C2=C1)=O (7-(Pyridin-4-ylmethoxy)-1,2,3,4-tetrahydronaphthalen-1-one), solution, [H-].C(C(C)C)[Al+]CC(C)C (diisobutylaluminum hydride). The solvent is O1CCCC1 (tetrahydrofuran), C1(=CC=CC=C1)C (toluene). Conditions: time 1 hour. Yields the product N1=CC=C(C=C1)COC1=CC=C2CCCC(C2=C1)O (7-(Pyridin-4-ylmethoxy)-1,2,3,4-tetrahydronaphthalen-1-ol). Yield: 78.2%. As a reaction SMILES: [N:1]1[CH:6]=[CH:5][C:4]([CH2:7][O:8][C:9]2[CH:18]=[C:17]3[C:12]([CH2:13][CH2:14][CH2:15][C:16]3=[O:19])=[CH:11][CH:10]=2)=[CH:3][CH:2]=1.[H-].C([Al+]CC(C)C)C(C)C>O1CCCC1.C1(C)C=CC=CC=1>[N:1]1[CH:6]=[CH:5][C:4]([CH2:7][O:8][C:9]2[CH:18]=[C:17]3[C:12]([CH2:13][CH2:14][CH2:15][CH:16]3[OH:19])=[CH:11][CH:10]=2)=[CH:3][CH:2]=1 |f:1.2|. Procedure details: To a solution of Compound 1 (16.41 g, 64.9 mmol) in tetrahydrofuran (75 mL) at 0° C. was added dropwise a 1M solution of diisobutylaluminum hydride in toluene (97.3 mL). After 1 hr, the reaction was quenched with aqueous potassium sodium tartrate and diluted with ethyl acetate followed by warming to room temperature. After stirring for an additional hour, the layers were separated and the aqueous phase was re-extracted with ethyl acetate (2×). The extracts were combined, washed with brine, dried... Reactants: C(C)N1C=C(C(C2=CC(=C(C=C12)N1CC(NCC1)COC)F)=O)C(=O)O (1-ethyl-6-fluoro-1,4-dihydro-7-[3-(methoxymethyl)-1-piperazinyl]-4-oxo-3-quinolinecarboxylic acid), C=O (formaldehyde). RXN SMILES: [CH2:1]([N:3]1[C:12]2[C:7](=[CH:8][C:9]([F:22])=[C:10]([N:13]3[CH2:18][CH2:17][NH:16][CH:15]([CH2:19][O:20][CH3:21])[CH2:14]3)[CH:11]=2)[C:6](=[O:23])[C:5]([C:24]([OH:26])=[O:25])=[CH:4]1)[CH3:2].[CH2:27]=O>C(O)=O>[CH2:1]([N:3]1[C:12]2[C:7](=[CH:8][C:9]([F:22])=[C:10]([N:13]3[CH2:18][CH2:17][N:16]([CH3:27])[CH:15]([CH2:19][O:20][CH3:21])[CH2:14]3)[CH:11]=2)[C:6](=[O:23])[C:5]([C:24]([OH:26])=[O:25])=[CH:4]1)[CH3:2]. Procedure: A 200 mg portion of 1-ethyl-6-fluoro-1,4-dihydro-7-[3-(methoxymethyl)-1-piperazinyl]-4-oxo-3-quinolinecarboxylic acid was dissolved in a mixture of 0.6 ml of 37% formaldehyde and 0.75 ml of 90% formic acid, heated on a steam bath for 3 hours and then concentrated in vacuo. The residue was dissolved in 5 ml of water and 1N sodium hydroxide was added to pH 7. The resulting solid was collected, washed with water and dried, giving 180 mg of the desired product, mp 228°-230° C. Solvent: C(=O)O (formic acid). Product: C(C)N1C=C(C(C2=CC(=C(C=C12)N1CC(N(CC1)C)COC)F)=O)C(=O)O (1-Ethyl-6-fluoro-1,4-dihydro-7-[3-(methoxymethyl)-4-methyl-1-piperazinyl]-4-oxo-3-quinolinecarboxylic acid).